From a dataset of the Open Reaction Database (ORD), a public repository of structured organic reaction records. describe an organic reaction: reactants, conditions, products, and yield Starting materials: Cl (HCl), FC1=CC(=C(C=C1)[C@H]1CC=2N=C(N=C(C2C(=N1)NOC1OCCCC1)C)N)C1=NC(=CC=C1)OC ((7R)-7-(4-fluoro-2-(6-methoxypyridin-2-yl)phenyl)-4-methyl-5-(tetrahydro-2H-pyran-2-yloxyamino)-7,8-dihydropyrido[4,3-d]pyrimidin-2-amine), Cl (HCl). The solvent is O1CCOCC1 (dioxane), O1CCOCC1 (dioxane). Conditions: time 30 minute. Product: NC=1N=C(C/2=C(N1)C[C@@H](N\C2=N/O)C2=C(C=C(C=C2)F)C2=NC(=CC=C2)OC)C ((R,Z)-2-amino-7-(4-fluoro-2(6-methoxypyridine-2-yl)phenyl)-4-methyl-7,8-dihydropyrido[4,3-d]pyrimidin-5(6H)-one oxime). The yield is 55.1%. Reaction SMILES: [F:1][C:2]1[CH:7]=[CH:6][C:5]([C@@H:8]2[N:17]=[C:16]([NH:18][O:19]C3CCCCO3)[C:15]3[C:14]([CH3:26])=[N:13][C:12]([NH2:27])=[N:11][C:10]=3[CH2:9]2)=[C:4]([C:28]2[CH:33]=[CH:32][CH:31]=[C:30]([O:34][CH3:35])[N:29]=2)[CH:3]=1.Cl>O1CCOCC1>[NH2:27][C:12]1[N:13]=[C:14]([CH3:26])[C:15]2=[C:10]([CH2:9][C@H:8]([C:5]3[CH:6]=[CH:7][C:2]([F:1])=[CH:3][C:4]=3[C:28]3[CH:33]=[CH:32][CH:31]=[C:30]([O:34][CH3:35])[N:29]=3)[NH:17]/[C:16]/2=[N:18]\[OH:19])[N:11]=1. Reported procedure: (7R)-7-(4-fluoro-2-(6-methoxypyridin-2-yl)phenyl)-4-methyl-5-(tetrahydro-2H-pyran-2-yloxyamino)-7,8-dihydropyrido[4,3-d]pyrimidin-2-amine (0.891 g, 1.86 mmol) was dissolved in 10 mL of dioxane. 4M of HCl in dioxane (1.86 mL, 7.45 mmol) was then added slowly to the above stirred solution. After all the HCl was added, a yellow solid was formed at the bottom of the reaction flask. The deprotection was allowed to go for 30 minutes, then the supernatant was decanted. Dichloromethane was added to wash... Reactants: O=C([O-])[O-], COC(=O)c1ccnc(-c2ccc(OS(=O)(=O)C(F)(F)F)c(C#N)c2)c1, Cc1ccccc1, [K+], [K+], O, OB(O)c1ccccc1, c1ccc(P(c2ccccc2)(c2ccccc2)[Pd](P(c2ccccc2)(c2ccccc2)c2ccccc2)(P(c2ccccc2)(c2ccccc2)c2ccccc2)P(c2ccccc2)(c2ccccc2)c2ccccc2)cc1. Yields the product COC(=O)c1ccnc(-c2ccc(-c3ccccc3)c(C#N)c2)c1. As a reaction SMILES: [C:43](=[O:44])([O-:45])[O-:46].[C:8](#[N:9])[c:10]1[cH:11][c:12](-[c:24]2[cH:25][c:26]([C:27](=[O:28])[O:29][CH3:30])[cH:31][cH:32][n:33]2)[cH:13][cH:14][c:15]1[O:16][S:17]([C:18]([F:19])([F:20])[F:21])(=[O:22])=[O:23].[CH3:1][c:2]1[cH:3][cH:4][cH:5][cH:6][cH:7]1.[K+:47].[K+:48].[OH2:126].[OH:34][B:35]([c:36]1[cH:37][cH:38][cH:39][cH:40][cH:41]1)[OH:42].[cH:49]1[cH:50][cH:51][c:52]([P:53]([Pd:54]([P:55]([c:56]2[cH:57][cH:58][cH:59][cH:60][cH:61]2)([c:62]2[cH:63][cH:64][cH:65][cH:66][cH:67]2)[c:68]2[cH:69][cH:70][cH:71][cH:72][cH:73]2)([P:74]([c:75]2[cH:76][cH:77][cH:78][cH:79][cH:80]2)([c:81]2[cH:82][cH:83][cH:84][cH:85][cH:86]2)[c:87]2[cH:88][cH:89][cH:90][cH:91][cH:92]2)[P:93]([c:94]2[cH:95][cH:96][cH:97][cH:98][cH:99]2)([c:100]2[cH:101][cH:102][cH:103][cH:104][cH:105]2)[c:106]2[cH:107][cH:108][cH:109][cH:110][cH:111]2)([c:112]2[cH:113][cH:114][cH:115][cH:116][cH:117]2)[c:118]2[cH:119][cH:120][cH:121][cH:122][cH:123]2)[cH:124][cH:125]1>>[c:2]1(-[c:15]2[c:10]([C:8]#[N:9])[cH:11][c:12](-[c:24]3[cH:25][c:26]([C:27](=[O:28])[O:29][CH3:30])[cH:31][cH:32][n:33]3)[cH:13][cH:14]2)[cH:3][cH:4][cH:5][cH:6][cH:7]1. Starting materials: solution, C(CCC)[Li] (n-butyllithium), hexanes, C(=O)([O-])[O-].[Na+].[Na+] (Na2CO3), ClC=1C=2N(C=CN1)C=C(N2)C2=C(C=C(C=C2)F)F (8-chloro-2-(2,4-difluorophenyl)imidazo[1,2-a]pyrazine), [Br-].C1(CC1)C[P+](C1=CC=CC=C1)(C1=CC=CC=C1)C1=CC=CC=C1 ((cyclopropylmethyl)triphenylphosphonium bromide). The solvent is O (water), COCCOC (DME). Run at time 45 minute. Yields the product C1(CC1)CC=1C=2N(C=CN1)C=C(N2)C2=C(C=C(C=C2)F)F (8-Cyclopropylmethyl-2-(2,4-difluorophenyl)imidazo[1,2-a]pyrazine). Yield: 11.0%. As a reaction SMILES: [Br-].[CH:2]1([CH2:5][P+](C2C=CC=CC=2)(C2C=CC=CC=2)C2C=CC=CC=2)[CH2:4][CH2:3]1.C([Li])CCC.Cl[C:31]1[C:32]2[N:33]([CH:37]=[C:38]([C:40]3[CH:45]=[CH:44][C:43]([F:46])=[CH:42][C:41]=3[F:47])[N:39]=2)[CH:34]=[CH:35][N:36]=1.C([O-])([O-])=O.[Na+].[Na+]>COCCOC.O>[CH:2]1([CH2:5][C:31]2[C:32]3[N:33]([CH:37]=[C:38]([C:40]4[CH:45]=[CH:44][C:43]([F:46])=[CH:42][C:41]=4[F:47])[N:39]=3)[CH:34]=[CH:35][N:36]=2)[CH2:4][CH2:3]1 |f:0.1,4.5.6|. Procedure: To a suspension of (cyclopropylmethyl)triphenylphosphonium bromide (Alfa Aesar, 10.2 g, 25.7 mmol) in dry DME (60 mL) kept between about −30° C. and 40° C. was added a 2.5M solution of n-butyllithium in hexanes (10.2 mL, 25.7 mmol) over about 5 min. After stirring between about −30° C. and −40° C. for about 45 min, 8-chloro-2-(2,4-difluorophenyl)imidazo[1,2-a]pyrazine (Example #13, Step A, 5.74 g, 23.2 mmol) was added. The mixture was warmed to ambient temperature, then stirred at about 85° C. f... Starting materials: COCCOc1ccn2c(-c3ccc4cccc(OC5CCN(C(=O)OC(C)(C)C)CC5)c4n3)cnc2c1, ClCCl, O=C(O)C(F)(F)F. Yields the product COCCOc1ccn2c(-c3ccc4cccc(OC5CCNCC5)c4n3)cnc2c1. As a reaction SMILES: [CH3:8][O:9][CH2:10][CH2:11][O:12][c:13]1[cH:14][c:15]2[n:16]([cH:17][cH:18]1)[c:19](-[c:22]1[n:23][c:24]3[c:25]([O:32][CH:33]4[CH2:34][CH2:35][N:36]([C:39]([O:40][C:41]([CH3:42])([CH3:43])[CH3:44])=[O:45])[CH2:37][CH2:38]4)[cH:26][cH:27][cH:28][c:29]3[cH:30][cH:31]1)[cH:20][n:21]2.[Cl:46][CH2:47][Cl:48].[OH:1][C:2]([C:3]([F:4])([F:5])[F:6])=[O:7]>>[CH3:8][O:9][CH2:10][CH2:11][O:12][c:13]1[cH:14][c:15]2[n:16]([cH:17][cH:18]1)[c:19](-[c:22]1[n:23][c:24]3[c:25]([O:32][CH:33]4[CH2:34][CH2:35][NH:36][CH2:37][CH2:38]4)[cH:26][cH:27][cH:28][c:29]3[cH:30][cH:31]1)[cH:20][n:21]2. Starting materials: Heterocyclic, Cl.Cl.C1(=C(C=CC=C1)N)N (1,2-phenylenediamine dihydrochloride), CC1C(=O)OCC1 (2-methylbutyrolactone). Solvent: Cl (hydrochloric acid). Product: N1C(=NC2=C1C=CC=C2)C(CCO)C (3-(1H-benzimidazol-2-yl)-butan-1-ol). The yield is 126.9%. As a reaction SMILES: Cl.Cl.[C:3]1([NH2:10])[CH:8]=[CH:7][CH:6]=[CH:5][C:4]=1[NH2:9].[CH3:11][CH:12]1[CH2:17][CH2:16][O:15][C:13]1=O>Cl>[NH:9]1[C:4]2[CH:5]=[CH:6][CH:7]=[CH:8][C:3]=2[N:10]=[C:11]1[CH:12]([CH3:13])[CH2:17][CH2:16][OH:15] |f:0.1.2|. Procedure: Following the general procedure described in A. R. Friedman, D. S. Payne and A. R. Day, J. Heterocyclic Chemistry, 3:257-259(1966), a mixture of 9 g of 1,2-phenylenediamine dihydrochloride and 7 g of 2-methylbutyrolactone in 60 mL of 4N hydrochloric acid was heated to reflux for 4 days, 1 teaspoon of decolorizing carbon added, and after another 15 min reflux, filtered hot. The filtrate was concentrated under reduced pressure to near dryness, the residue made basic (pH=8) with ammonium hydroxide ... Starting materials: NC1=C(C=CC=C1)S (2-aminothiophenol), mixture, C(C)N([C@@H]1[C@@H](CC2=CC=CC=C12)OC(=O)[C@@H]1O[C@H]1C1=CC=C(C=C1)OC)CC ((2R,3S)-3-(4-methoxyphenyl)oxirane-2-carboxylic (1S,2R)-1-(diethylamino)-2-indanyl ester), C(C)(C)(C)OC(=O)[C@@H]1O[C@H]1C1=CC=C(C=C1)OC ((2R,3S)-3-(4-methoxyphenyl)oxirane-2-carboxylic tert-butyl ester), CC1=CC=CC=C1 (p-toluene), C1(=CC=CC=C1)C (toluene). The solvent is C=1(C(=CC=CC1)C)C (xylene), CO (methanol), CO (methanol). Conditions: temperature 120 celsius, time 6 hour. The product is O[C@@H]1[C@@H](SC2=C(NC1=O)C=CC=C2)C2=CC=C(C=C2)OC ((2S,3S)-2.3-Dihydro-3-hydroxy-2-(4-methoxyphenyl)-1,5-benzothiazepin-4(5H)-on). As a reaction SMILES: C(N(CC)[C@H]1C2C(=CC=CC=2)C[C@H]1O[C:14]([C@H:16]1[C@H:18]([C:19]2[CH:24]=[CH:23][C:22]([O:25][CH3:26])=[CH:21][CH:20]=2)[O:17]1)=[O:15])C.C(OC([C@H]1[C@H](C2C=CC(OC)=CC=2)O1)=O)(C)(C)C.[NH2:47][C:48]1[CH:53]=[CH:52][CH:51]=[CH:50][C:49]=1[SH:54].CC1C=CC=CC=1>C1(C)C(C)=CC=CC=1.CO>[OH:17][C@H:16]1[C:14](=[O:15])[NH:47][C:48]2[CH:53]=[CH:52][CH:51]=[CH:50][C:49]=2[S:54][C@H:18]1[C:19]1[CH:20]=[CH:21][C:22]([O:25][CH3:26])=[CH:23][CH:24]=1. Reported procedure: 2.0 grams (4.8 mmol) of the mixture of (2R,3S)-3-(4-methoxyphenyl)oxirane-2-carboxylic (1S,2R)-1-(diethylamino)-2-indanyl ester (diastereomeric ratio 89:11) and (2R,3S)-3-(4-methoxyphenyl)oxirane-2-carboxylic tert-butyl ester (enantiomeric excess 80%) of Example V was dissolved in 20 ml of xylene+1 ml of methanol. This solution was heated to 120° C. and 600 mg (5.0 mmol) of 2-aminothiophenol was added drop by drop in 5 min. After 6 hours' heating at 120° C. the solution was cooled to 20° C. and ... Reactants: C(C)N(C1=CC(=CC=C1)C)CC (N,N-diethyl-m-toluidine), C(C1=CC=CC=C1)=O (benzaldehyde), C(C1=CC=CC=C1)=O (benzaldehyde), S(O)(O)(=O)=O (sulfuric acid). Solvent: C(CCC)O (n-butanol). The product is C(C)N(C1=CC(=C(C=C1)C(C1=CC=CC=C1)C1=C(C=C(C=C1)N(CC)CC)C)C)CC (bis(4-diethylamino-2-methylphenyl)phenylmethane). Isolated yield 70.0%. As a reaction SMILES: [CH2:1]([N:3]([CH2:11][CH3:12])[C:4]1[CH:9]=[CH:8][CH:7]=[C:6]([CH3:10])[CH:5]=1)[CH3:2].[CH:13](=O)[C:14]1[CH:19]=[CH:18][CH:17]=[CH:16][CH:15]=1.S(=O)(=O)(O)O>C(O)CCC>[CH2:11]([N:3]([CH2:1][CH3:2])[C:4]1[CH:9]=[CH:8][C:7]([CH:13]([C:7]2[CH:8]=[CH:9][C:4]([N:3]([CH2:11][CH3:12])[CH2:1][CH3:2])=[CH:5][C:6]=2[CH3:10])[C:14]2[CH:19]=[CH:18][CH:17]=[CH:16][CH:15]=2)=[C:6]([CH3:10])[CH:5]=1)[CH3:12]. Reported procedure: Into a 100 milliliter round bottom flask fitted with a mechanical stirrer and a dropping funnel is placed 8.85 grams (0.05 moles) of N,N-diethyl-m-toluidine and 3.0 grams (0.03 moles) of benzaldehyde and 10 milliliters of n-butanol containing 0.75 grams of concentrated sulfuric acid. The flask is flushed with nitrogen to remove air and refluxed for 18 hours with a nitrogen atmosphere. The material is then cooled to room temperature. A sufficient amount of sodium bicarbonate is added in order to ... The reactants are C(C)(=O)O (acetic acid), C(C)OC(C(=O)O)=CC1(CCC1)C1=C(C=CC=C1)C(F)(F)F (2-Ethoxy-3-[1-(2-trifluoromethyl-phenyl)-cyclobutyl]-acrylic acid), O (Water). Solvent: S(O)(O)(=O)=O (sulfuric acid). Yields the product O=C(C(=O)O)CC1(CCC1)C1=C(C=CC=C1)C(F)(F)F (2-Oxo-3-[1-(2-trifluoromethyl-phenyl)-cyclobutyl]-propionic acid). The yield is 97.9%. Reaction SMILES: C([O:3][C:4](=[CH:8][C:9]1([C:13]2[CH:18]=[CH:17][CH:16]=[CH:15][C:14]=2[C:19]([F:22])([F:21])[F:20])[CH2:12][CH2:11][CH2:10]1)[C:5]([OH:7])=[O:6])C.C(O)(=O)C.O>S(=O)(=O)(O)O>[O:3]=[C:4]([CH2:8][C:9]1([C:13]2[CH:18]=[CH:17][CH:16]=[CH:15][C:14]=2[C:19]([F:20])([F:21])[F:22])[CH2:10][CH2:11][CH2:12]1)[C:5]([OH:7])=[O:6]. Procedure details: 4.6 g of 2-Ethoxy-3-[1-(2-trifluoromethyl-phenyl)-cyclobutyl]-acrylic acid was stirred in 100 ml of 1M sulfuric acid and 15 ml of concentrated acetic acid overnight at 100° C. Water was added, the mixture extracted with ethyl acetate, and the ethyl acetate solution was separated, dried and concentrated by evaporation in a vacuum. 4.1 g of the product was obtained as a brown oil. Starting materials: FC1=CC=C(C=C1)C=1SC=CC1C1=CC=C(C=C1)S(=O)(=O)C (2-(4-fluorophenyl)-3-[4-(methylsulfonyl)phenyl]thiophene), C(C)(=O)OC(C)=O (acetic anhydride), S(O)(O)(=O)=O (sulfuric acid). The solvent is ClCCl (dichloromethane). Reaction conditions: time 8 hour. Product: FC1=CC=C(C=C1)C1=C(C=C(S1)S(=O)(=O)O)C1=CC=C(C=C1)S(=O)(=O)C (5-(4-fluorophenyl)-4-[4-(methylsulfonyl)phenyl]thiophene-2-sulfonic acid). RXN SMILES: [F:1][C:2]1[CH:7]=[CH:6][C:5]([C:8]2[S:9][CH:10]=[CH:11][C:12]=2[C:13]2[CH:18]=[CH:17][C:16]([S:19]([CH3:22])(=[O:21])=[O:20])=[CH:15][CH:14]=2)=[CH:4][CH:3]=1.C(OC(=O)C)(=O)C.[S:30](=O)(=[O:33])([OH:32])[OH:31]>ClCCl>[F:1][C:2]1[CH:3]=[CH:4][C:5]([C:8]2[S:9][C:10]([S:30]([OH:33])(=[O:32])=[O:31])=[CH:11][C:12]=2[C:13]2[CH:18]=[CH:17][C:16]([S:19]([CH3:22])(=[O:21])=[O:20])=[CH:15][CH:14]=2)=[CH:6][CH:7]=1. Reported procedure: A mixture of 2-(4-fluorophenyl)-3-[4-(methylsulfonyl)phenyl]thiophene (5 g), acetic anhydride (4.3 ml) and sulfuric acid (0.97 ml) in dichloromethane (47 ml) was stirred at ambient temperature overnight. The mixture was concentrated to give a crude blue oil of 5-(4-fluorophenyl)-4-[4-(methylsulfonyl)phenyl]thiophene-2-sulfonic acid (10.5 g).